From a dataset of the Open Reaction Database (ORD), a public repository of structured organic reaction records. describe an organic reaction: reactants, conditions, products, and yield Reactants: FC1=CC(=C(C=C1)C1=C(C=NC(=C1)C)NCC(F)(F)F)OC (4-(4-fluoro-2-methoxyphenyl)-6-methyl-N-(2,2,2-trifluoroethyl)pyridin-3-amine), FC1=C(C(=CC=C1)OC)C1=C(C=NC=C1)N(C(C1=CC(=CC(=C1)C(F)(F)F)S(=O)(=O)C)=O)CC(F)(F)F (N-[4-(2-Fluoro-6-methoxy-phenyl)-pyridin-3-yl]-3-methanesulfonyl-N-(2,2,2-trifluoro-ethyl)-5-trifluoromethyl-benzamide), FC1=C(C(=CC=C1)OC)C1=C(C=NC=C1)N(C(C1=CC(=CC(=C1)C(F)(F)F)S(=O)(=O)C)=O)CC(F)(F)F (N-[4-(2-Fluoro-6-methoxy-phenyl)-pyridin-3-yl]-3-methanesulfonyl-N-(2,2,2-trifluoro-ethyl)-5-trifluoromethyl-benzamide). Yields the product FC1=CC(=C(C=C1)C1=C(C=NC(=C1)C)N(C(C1=CC(=CC(=C1)C(F)(F)F)S(=O)(=O)C)=O)CC(F)(F)F)OC (N-[4-(4-Fluoro-2-methoxy-phenyl)-6-methyl-pyridin-3-yl]-3-methanesulfonyl-N-(2,2,2-trifluoro-ethyl)-5-trifluoromethyl-benzamide). Reaction SMILES: [F:1][C:2]1[CH:7]=[CH:6][C:5]([C:8]2[CH:13]=[C:12]([CH3:14])[N:11]=[CH:10][C:9]=2[NH:15][CH2:16][C:17]([F:20])([F:19])[F:18])=[C:4]([O:21][CH3:22])[CH:3]=1.FC1C=CC=C(OC)C=1C1C=CN=CC=1N(CC(F)(F)F)[C:39](=[O:54])[C:40]1[CH:45]=[C:44]([C:46]([F:49])([F:48])[F:47])[CH:43]=[C:42]([S:50]([CH3:53])(=[O:52])=[O:51])[CH:41]=1>>[F:1][C:2]1[CH:7]=[CH:6][C:5]([C:8]2[CH:13]=[C:12]([CH3:14])[N:11]=[CH:10][C:9]=2[N:15]([CH2:16][C:17]([F:19])([F:18])[F:20])[C:39](=[O:54])[C:40]2[CH:45]=[C:44]([C:46]([F:49])([F:47])[F:48])[CH:43]=[C:42]([S:50]([CH3:53])(=[O:52])=[O:51])[CH:41]=2)=[C:4]([O:21][CH3:22])[CH:3]=1. Procedure: The title compound was prepared in analogy to example 72, intermediate, from 4-(4-fluoro-2-methoxyphenyl)-6-methyl-N-(2,2,2-trifluoroethyl)pyridin-3-amine and 3-(methylsulfonyl)-5-(trifluoromethyl)benzoyl chloride (example 223, intermediate d) after a reaction time of 42 hours. The product was purified by preparative HPLC (Gemini NX column) using a gradient of MeOH:water (containing 0.1% formic acid) (20:80 to 98:2). Colorless solid (32%). MS (ESI): m/z=565.10 [M+H]+. The reactants are N(CC(=O)O)C(=O)OCC1=CC=CC=C1.C(C(CO)(CO)N)O (Z-Gly Tris). The reagents and catalysts are [Pd] (palladium on carbon). Solvent: C(C)O (ethanol). Product: NCC(=O)O.C(C(CO)(CO)N)O (Gly Tris). As a reaction SMILES: [NH:1](C(OCC1C=CC=CC=1)=O)[CH2:2][C:3]([OH:5])=[O:4].[CH2:16]([OH:23])[C:17]([NH2:22])([CH2:20][OH:21])[CH2:18][OH:19]>C(O)C.[Pd]>[NH2:1][CH2:2][C:3]([OH:5])=[O:4].[CH2:16]([OH:23])[C:17]([NH2:22])([CH2:20][OH:21])[CH2:18][OH:19] |f:0.1,4.5|. Reported procedure: The title compound was prepared by hydrogenation of a solution of Z-Gly-Tris in ethanol at 40 pa. pressure in a Parr hydrogenator in the presence of palladium on carbon (10%). The removal of the Z group was monitored by HPLC. The catalyst was removed by filtration and washed with ethanol. Evaporation of the solvent gave the title compound in 95% yield. The preparation of Z-Gly-Tris is described in Whittaker, R. G., Hayes, P. J., and Bender, V. J. (1993). Peptide Research 6; 125 and Australian Pa... The reactants are Cl.ClC1=NC=NC2=CC=C(C=C12)N1CCN(CC1)C (4-Chloro-6-(4-methylpiperazin-1-yl)-quinazoline hydrochloride), ClC1=CC=C2CCNC2=C1 (6-chloroindoline), N1=CC=CC=C1 (pyridine). The solvent is ClCCCl (1,2-dichloroethane). Yields the product ClC1=CC=C2CCN(C2=C1)C1=NC=NC2=CC=C(C=C12)N1CCN(CC1)C (4-(6-Chloro-2,3-dihydro-indol-1-yl)-6-(4-methyl-piperazin-1-yl)-quinazoline). As a reaction SMILES: Cl.Cl[C:3]1[C:12]2[C:7](=[CH:8][CH:9]=[C:10]([N:13]3[CH2:18][CH2:17][N:16]([CH3:19])[CH2:15][CH2:14]3)[CH:11]=2)[N:6]=[CH:5][N:4]=1.[Cl:20][C:21]1[CH:29]=[C:28]2[C:24]([CH2:25][CH2:26][NH:27]2)=[CH:23][CH:22]=1.N1C=CC=CC=1>ClCCCl>[Cl:20][C:21]1[CH:29]=[C:28]2[C:24]([CH2:25][CH2:26][N:27]2[C:3]2[C:12]3[C:7](=[CH:8][CH:9]=[C:10]([N:13]4[CH2:18][CH2:17][N:16]([CH3:19])[CH2:15][CH2:14]4)[CH:11]=3)[N:6]=[CH:5][N:4]=2)=[CH:23][CH:22]=1 |f:0.1|. Procedure: 4-Chloro-6-(4-methylpiperazin-1-yl)-quinazoline hydrochloride (537 mg, 1.80 mmol) and 6-chloroindoline (169 mg, 1.10 mmol) were refluxed in 10 mL of 1,2-dichloroethane and pyridine (350 mg, 4.40 mmol) for 48 hours. The product was isolated as the (58%); using the analogous method of Example 120; 267 mg (58%); M.P. 289°-290° C.